The task is: describe an organic reaction: reactants, conditions, products, and yield. This data is from the Open Reaction Database (ORD), a public repository of structured organic reaction records. Starting materials: NC1=NC(=CC=C1N)C (2,3-Diamino-6-methylpyridine), C(C(=O)C)(=O)OCC (ethyl pyruvate). Solvent: COCCOC (1,2-dimethoxyethane). Yields the product CC1C(NC2=CC=C(N=C2N1)C)=O ((3RS)-3,6-Dimethyl-3,4-dihydro-1,4,5-triazanaphthalen-2(1H)-one). The yield is 53.4%. RXN SMILES: [NH2:1][C:2]1[C:7]([NH2:8])=[CH:6][CH:5]=[C:4]([CH3:9])[N:3]=1.[C:10](OCC)(=[O:14])[C:11]([CH3:13])=O>COCCOC>[CH3:13][CH:11]1[NH:1][C:2]2[C:7](=[CH:6][CH:5]=[C:4]([CH3:9])[N:3]=2)[NH:8][C:10]1=[O:14]. Procedure: 2,3-Diamino-6-methylpyridine (3.0 g, 0.024 mol) and 3.2 ml (0.028 mol) of ethyl pyruvate were heated under reflux in 100 ml of 1,2-dimethoxyethane for 4 h. The resulting precipitate (3.9 g) of 3,6-dimethyl-1,4,5-triazanaphthalen-2(1H)-one was filtered off with suction, dried and used directly for the hydrogenation. A reaction analogous to that described for Example 1 resulted in 2.27 g (58%) of the desired compound of melting point 203°-205° C. Run in C1CCOC1 (THF). Procedure: A solution of 2-phenyl-pyrimidine-5-carboxylic acid piperazin-1-ylamide dihydrochloride (0.29 mmol), bromoacetonitrile (0.29 mmol) and Na2CO3 (1.46 mmol) in wet THF (8 mL) is stirred at rt overnight. The reaction mixture is filtered and the filtrate is concentrated in vacuo. The residue is purified by silica gel chromatography eluting with 1-2% methanol in DCM to afford 2-phenyl-pyrimidine-5-carboxylic acid (4-cyanomethyl-piperazin-1-yl)-amide (38 mg, 40%) as a solid. MS: 323 (M+H); 1H NMR (300 ... RXN SMILES: Cl.Cl.[N:3]1([NH:9][C:10]([C:12]2[CH:13]=[N:14][C:15]([C:18]3[CH:23]=[CH:22][CH:21]=[CH:20][CH:19]=3)=[N:16][CH:17]=2)=[O:11])[CH2:8][CH2:7][NH:6][CH2:5][CH2:4]1.Br[CH2:25][C:26]#[N:27].C([O-])([O-])=O.[Na+].[Na+]>C1COCC1>[C:26]([CH2:25][N:6]1[CH2:5][CH2:4][N:3]([NH:9][C:10]([C:12]2[CH:17]=[N:16][C:15]([C:18]3[CH:19]=[CH:20][CH:21]=[CH:22][CH:23]=3)=[N:14][CH:13]=2)=[O:11])[CH2:8][CH2:7]1)#[N:27] |f:0.1.2,4.5.6|. Yield: 40.6%. Product: C(#N)CN1CCN(CC1)NC(=O)C=1C=NC(=NC1)C1=CC=CC=C1 (2-phenyl-pyrimidine-5-carboxylic acid (4-cyanomethyl-piperazin-1-yl)-amide). The reactants are Cl.Cl.N1(CCNCC1)NC(=O)C=1C=NC(=NC1)C1=CC=CC=C1 (2-phenyl-pyrimidine-5-carboxylic acid piperazin-1-ylamide dihydrochloride), BrCC#N (bromoacetonitrile), C(=O)([O-])[O-].[Na+].[Na+] (Na2CO3). The reactants are ClC1=NN(C2=CC(=CC=C12)[N+](=O)[O-])CCN1CCCC1 (3-chloro-6-nitro-1-(2-pyrrolidin-1-yl-ethyl)-1H-indazole), [Cl-].[NH4+] (ammonium chloride). The reagents and catalysts are [Fe] (iron). Run in C(C)O (Ethanol). Conditions: time 15 minute. The product is ClC1=NN(C2=CC(=CC=C12)N)CCN1CCCC1 (3-chloro-1-(2-pyrrolidin-1-yl-ethyl)-1H-indazol-6-ylamine). The yield is 82.3%. As a reaction SMILES: [Cl:1][C:2]1[C:10]2[C:5](=[CH:6][C:7]([N+:11]([O-])=O)=[CH:8][CH:9]=2)[N:4]([CH2:14][CH2:15][N:16]2[CH2:20][CH2:19][CH2:18][CH2:17]2)[N:3]=1.[Cl-].[NH4+]>C(O)C.[Fe]>[Cl:1][C:2]1[C:10]2[C:5](=[CH:6][C:7]([NH2:11])=[CH:8][CH:9]=2)[N:4]([CH2:14][CH2:15][N:16]2[CH2:17][CH2:18][CH2:19][CH2:20]2)[N:3]=1 |f:1.2|. Procedure details: A mixture of 3-chloro-6-nitro-1-(2-pyrrolidin-1-yl-ethyl)-1H-indazole (2.3 g, 7.8 mmol), iron powder (3.5 g, 62 mmol), and ammonium chloride (0.21 g, 3.9 mmol) in 80% Ethanol was heated to reflux for 3 hours, cooled to room temperature, and concentrated under reduced pressure. The residue was stirred in triethylamine/ethyl acetate (1/4, 20 mL) for 15 minutes, filtered through a plug of silica gel, which was rinsed with triethylamine/ethyl acetate (1/4). The filtrate was concentrated under reduce... The reactants are ClC1=CC=C(CN2N=C(C=C(C2=O)COS(=O)(=O)C)C2=CC(=C(C=C2)OC)F)C=C1 (2-(4-chlorobenzyl)-6-(3-fluoro-4-methoxyphenyl)-4-methanesulfonyloxymethyl-2H-pyridazin-3-one), CNC (dimethylamine). Product: ClC1=CC=C(CN2N=C(C=C(C2=O)CN(C)C)C2=CC(=C(C=C2)OC)F)C=C1 (2-(4-chlorobenzyl)-4-dimethylaminomethyl-6-(3-fluoro-4-methoxyphenyl)-2H-pyridazin-3-one). Yield: 74.7%. RXN SMILES: [Cl:1][C:2]1[CH:30]=[CH:29][C:5]([CH2:6][N:7]2[C:12](=[O:13])[C:11]([CH2:14]OS(C)(=O)=O)=[CH:10][C:9]([C:20]3[CH:25]=[CH:24][C:23]([O:26][CH3:27])=[C:22]([F:28])[CH:21]=3)=[N:8]2)=[CH:4][CH:3]=1.[CH3:31][NH:32][CH3:33]>>[Cl:1][C:2]1[CH:30]=[CH:29][C:5]([CH2:6][N:7]2[C:12](=[O:13])[C:11]([CH2:14][N:32]([CH3:33])[CH3:31])=[CH:10][C:9]([C:20]3[CH:25]=[CH:24][C:23]([O:26][CH3:27])=[C:22]([F:28])[CH:21]=3)=[N:8]2)=[CH:4][CH:3]=1. Procedure details: Following the procedure of Example 7, 2-(4-chlorobenzyl)-6-(3-fluoro-4-methoxyphenyl)-4-methanesulfonyloxymethyl-2H-pyridazin-3-one and dimethylamine were reacted to yield the title compound as a slightly-yellow crystalline powder (yield: 74.7%). The reactants are O=C([O-])[O-], CS(C)=O, ClCc1ccccc1, [K+], [K+], O, O=C1Cc2cc(O)c(O)cc2CCN1CCCCl. Yields the product O=C1Cc2cc(O)c(OCc3ccccc3)cc2CCN1CCCCl. As a reaction SMILES: [C:19](=[O:20])([O-:21])[O-:22].[CH3:34][S:35](=[O:36])[CH3:37].[Cl:25][CH2:26][c:27]1[cH:28][cH:29][cH:30][cH:31][cH:32]1.[K+:23].[K+:24].[OH2:33].[OH:1][c:2]1[cH:3][c:4]2[c:5]([cH:16][c:17]1[OH:18])[CH2:6][C:7](=[O:15])[N:8]([CH2:11][CH2:12][CH2:13][Cl:14])[CH2:9][CH2:10]2>>[O:1]([c:2]1[cH:3][c:4]2[c:5]([cH:16][c:17]1[OH:18])[CH2:6][C:7](=[O:15])[N:8]([CH2:11][CH2:12][CH2:13][Cl:14])[CH2:9][CH2:10]2)[CH2:26][c:27]1[cH:28][cH:29][cH:30][cH:31][cH:32]1. Starting materials: C(C1=CC=CC=C1)OC(=O)OC1(C(OCC2=C1C=C1C=3N=C4C(=C(C3CN1C2=O)CC[Si](CCCOC(=O)C2=CC=NO2)(C)C)C=CC=C4)=O)CC (Isoxazole-5-carboxylic acid 3-{[2-(4-benzyloxycarbonyloxy-4-ethyl-3,13-dioxo-3,4,12,13-tetrahydro-1H-2-oxa-6,12a-diaza-dibenzo[b,h]fluoren-11-yl)-ethyl]-dimethyl-silanyl}-propyl ester), [H][H] (hydrogen). Reagents/catalysts: [Pd] (palladium on carbon). Run in C(C)O (ethanol). Product: C(C)C1(C(OCC2=C1C=C1C=3N=C4C(=C(C3CN1C2=O)CC[Si](CCCOC(=O)C2=CCNO2)(C)C)C=CC=C4)=O)O (2,3-Dihydro-isoxazole-5-carboxylic acid 3-{[2-(4-ethyl-4-hydroxy-3,13-dioxo-3,4,12,13-tetrahydro-1H-2-oxa-6,12a-diaza-dibenzo[b,h]fluoren-11-yl)-ethyl]-dimethyl-silanyl}-propyl ester). RXN SMILES: C(OC([O:11][C:12]1([CH2:51][CH3:52])[C:17]2[CH:18]=[C:19]3[N:27]([C:28](=[O:29])[C:16]=2[CH2:15][O:14][C:13]1=[O:50])[CH2:26][C:25]1[C:24]([CH2:30][CH2:31][Si:32]([CH3:45])([CH3:44])[CH2:33][CH2:34][CH2:35][O:36][C:37]([C:39]2[O:43][N:42]=[CH:41][CH:40]=2)=[O:38])=[C:23]2[CH:46]=[CH:47][CH:48]=[CH:49][C:22]2=[N:21][C:20]3=1)=O)C1C=CC=CC=1.[H][H]>[Pd].C(O)C>[CH2:51]([C:12]1([OH:11])[C:17]2[CH:18]=[C:19]3[N:27]([C:28](=[O:29])[C:16]=2[CH2:15][O:14][C:13]1=[O:50])[CH2:26][C:25]1[C:24]([CH2:30][CH2:31][Si:32]([CH3:45])([CH3:44])[CH2:33][CH2:34][CH2:35][O:36][C:37]([C:39]2[O:43][NH:42][CH2:41][CH:40]=2)=[O:38])=[C:23]2[CH:46]=[CH:47][CH:48]=[CH:49][C:22]2=[N:21][C:20]3=1)[CH3:52]. Reported procedure: A mixture of Compound 63 (70 mg, 0.1 mmol), 10% palladium on carbon (20 mg, 20%) in 20 mL of ethanol was hydrogenated for 18 hours at a balloon pressure of hydrogen at 21° C. The catalyst was removed by filtration over celite and the filtrate was evaporated to give a crude product, which was chromatographed to give the desired product. Starting materials: OC(C(C)C)(C=1N=CN(C1)C(C1=CC=CC=C1)(C1=CC=CC=C1)C1=CC=CC=C1)C1=CC=C(C=C1)B(O)O (4-[1-hydroxy-2-methyl-1-(1-trityl-1H-imidazol-4-yl)propyl]phenylboronic acid), BrC1=CC=CC(=N1)C(=O)NC (6-bromo-N-methyl-2-pyridinecarboxamide). Reagents/catalysts: C=1C=CC(=CC1)[P](C=2C=CC=CC2)(C=3C=CC=CC3)[Pd]([P](C=4C=CC=CC4)(C=5C=CC=CC5)C=6C=CC=CC6)([P](C=7C=CC=CC7)(C=8C=CC=CC8)C=9C=CC=CC9)[P](C=1C=CC=CC1)(C=1C=CC=CC1)C=1C=CC=CC1 (tetrakis(triphenylphosphine)palladium(0)). Yields the product OC(C(C)C)(C=1N=CN(C1)C(C1=CC=CC=C1)(C1=CC=CC=C1)C1=CC=CC=C1)C1=CC=C(C=C1)C1=CC=CC(=N1)C(=O)NC (6-{4-[1-hydroxy-2-methyl-1-(1-trityl-1H-imidazol-4-yl)propyl]phenyl}-N-methyl-2-pyridinecarboxamide). The yield is 31.7%. RXN SMILES: [OH:1][C:2]([C:30]1[CH:35]=[CH:34][C:33](B(O)O)=[CH:32][CH:31]=1)([C:6]1[N:7]=[CH:8][N:9]([C:11]([C:24]2[CH:29]=[CH:28][CH:27]=[CH:26][CH:25]=2)([C:18]2[CH:23]=[CH:22][CH:21]=[CH:20][CH:19]=2)[C:12]2[CH:17]=[CH:16][CH:15]=[CH:14][CH:13]=2)[CH:10]=1)[CH:3]([CH3:5])[CH3:4].Br[C:40]1[N:45]=[C:44]([C:46]([NH:48][CH3:49])=[O:47])[CH:43]=[CH:42][CH:41]=1>C1C=CC([P]([Pd]([P](C2C=CC=CC=2)(C2C=CC=CC=2)C2C=CC=CC=2)([P](C2C=CC=CC=2)(C2C=CC=CC=2)C2C=CC=CC=2)[P](C2C=CC=CC=2)(C2C=CC=CC=2)C2C=CC=CC=2)(C2C=CC=CC=2)C2C=CC=CC=2)=CC=1>[OH:1][C:2]([C:30]1[CH:35]=[CH:34][C:33]([C:40]2[N:45]=[C:44]([C:46]([NH:48][CH3:49])=[O:47])[CH:43]=[CH:42][CH:41]=2)=[CH:32][CH:31]=1)([C:6]1[N:7]=[CH:8][N:9]([C:11]([C:24]2[CH:29]=[CH:28][CH:27]=[CH:26][CH:25]=2)([C:18]2[CH:23]=[CH:22][CH:21]=[CH:20][CH:19]=2)[C:12]2[CH:17]=[CH:16][CH:15]=[CH:14][CH:13]=2)[CH:10]=1)[CH:3]([CH3:5])[CH3:4] |^1:53,55,74,93|. Reported procedure: By the reaction in the same manner as in Example 33-(ii) using 4-[1-hydroxy-2-methyl-1-(1-trityl-1H-imidazol-4-yl)propyl]phenylboronic acid (2.97 g), 6-bromo-N-methyl-2-pyridinecarboxamide (1.30 g) and tetrakis(triphenylphosphine)palladium(0) (0.110 g), the title compound (1.11 g) was obtained as colorless powder crystals.